Dataset: the Open Reaction Database (ORD), a public repository of structured organic reaction records. Task: describe an organic reaction: reactants, conditions, products, and yield Starting materials: [Ag+], CC(C)(C)C(=O)O, N#Cc1cccnc1Cl, O=[N+]([O-])[O-], [NH4+], [NH4+], [NH4+], [OH-], O, O=S(=O)([O-])OOS(=O)(=O)[O-], O=S(=O)(O)O. The product is CC(C)(C)c1ccc(C#N)c(Cl)n1. As a reaction SMILES: [Ag+:41].[CH3:10][C:11]([CH3:12])([CH3:13])[C:14](=[O:15])[OH:16].[Cl:1][c:2]1[c:3]([C:4]#[N:5])[cH:6][cH:7][cH:8][n:9]1.[N+:37]([O-:38])([O-:39])=[O:40].[NH4+:27].[NH4+:28].[NH4+:30].[OH-:29].[OH2:36].[S:17]([O:18][O:19][S:20]([O-:21])(=[O:22])=[O:23])([O-:24])(=[O:25])=[O:26].[S:31](=[O:32])(=[O:33])([OH:34])[OH:35]>>[Cl:1][c:2]1[c:3]([C:4]#[N:5])[cH:6][cH:7][c:8]([C:11]([CH3:10])([CH3:12])[CH3:13])[n:9]1. As a reaction SMILES: OS(O)(=O)=O.O=S(=O)=O.[N+:10]([O-:13])(O)=[O:11].[CH3:14][C:15]1[C:20]([F:21])=[CH:19][CH:18]=[CH:17][N+:16]=1[O-:22].C(=O)([O-])[O-].[NH4+].[NH4+]>S(=O)(=O)(O)O>[CH3:14][C:15]1[C:20]([F:21])=[C:19]([N+:10]([O-:13])=[O:11])[CH:18]=[CH:17][N+:16]=1[O-:22] |f:0.1,4.5.6|. Starting materials: C([O-])([O-])=O.[NH4+].[NH4+] (ammonium carbonate), OS(=O)(=O)O.O=S(=O)=O (oleum), [N+](=O)(O)[O-] (nitric acid), CC1=[N+](C=CC=C1F)[O-] (2-methyl-3-fluoropyridine-N-oxide). Conditions: time 1.5 hour. Reported procedure: A nitration mixture of 30% oleum (55 ml) and fuming nitric acid (90 ml) was added dropwise with cooling and stirring to a solution of 2-methyl-3-fluoropyridine-N-oxide (13.3 g) in concentrated sulphuric acid (48 ml) at 10°-15°. The solution was stirred at room temperature for 1.5 hours and then for 2 hours at 100°. After cooling, the mixture was poured onto ice, basified (ammonium carbonate) and extracted with dichloromethane. After drying (K2CO3), the extracts were evaporated to dryness to give... Product: CC1=[N+](C=CC(=C1F)[N+](=O)[O-])[O-] (2-methyl-3-fluoro-4-nitropyridine-N-oxide). The solvent is S(O)(O)(=O)=O (sulphuric acid). Starting materials: C(C)(C)(C)[Si](OCCN1N=C(C=C1)NC([C@H](CC1CCCC1)C1=CC(=C(C=C1)S(=O)(=O)C)C)=O)(C)C (N-{1-[2-(tert-butyl-dimethyl-silanyloxy)-ethyl]-1H-pyrazol-3-yl}-3-cyclopentyl-2(R)-(4-methanesulfonyl-3-methyl-phenyl)-propionamide), C(C)O (ethanol). The product is C1(CCCC1)C[C@@H](C(=O)NC1=NN(C=C1)CCO)C1=CC(=C(C=C1)S(=O)(=O)C)C (3-cyclopentyl-N-[1-(2-hydroxy-ethyl)-1H-pyrazol-3-yl]-2(R)-(4-methanesulfonyl-3-methyl-phenyl)-propionamide). The reagents and catalysts are Cl (hydrochloric acid). Reaction conditions: temperature 25 celsius, time 2 hour. Procedure details: In a flask containing N-{1-[2-(tert-butyl-dimethyl-silanyloxy)-ethyl]-1H-pyrazol-3-yl}-3-cyclopentyl-2(R)-(4-methanesulfonyl-3-methyl-phenyl)-propionamide (300 mg, 0.56 mmol) was added ethanol (10 mL) and concentrated hydrochloric acid (seven drops) and was stirred at 25° C. for 2 h. It was then diluted with ethyl acetate (100 mL) and washed with water (1×30 mL) and saturated aqueous brine solution (1×30 mL). The organic layer was then dried over sodium sulfate and absorbed onto silica gel (2.5 ... Solvent: C(C)(=O)OCC (ethyl acetate). Isolated yield 82.6%. RXN SMILES: C([Si](C)(C)[O:6][CH2:7][CH2:8][N:9]1[CH:13]=[CH:12][C:11]([NH:14][C:15](=[O:34])[C@@H:16]([C:23]2[CH:28]=[CH:27][C:26]([S:29]([CH3:32])(=[O:31])=[O:30])=[C:25]([CH3:33])[CH:24]=2)[CH2:17][CH:18]2[CH2:22][CH2:21][CH2:20][CH2:19]2)=[N:10]1)(C)(C)C.C(O)C>Cl.C(OCC)(=O)C>[CH:18]1([CH2:17][C@H:16]([C:23]2[CH:28]=[CH:27][C:26]([S:29]([CH3:32])(=[O:30])=[O:31])=[C:25]([CH3:33])[CH:24]=2)[C:15]([NH:14][C:11]2[CH:12]=[CH:13][N:9]([CH2:8][CH2:7][OH:6])[N:10]=2)=[O:34])[CH2:22][CH2:21][CH2:20][CH2:19]1. Reaction SMILES: P(Cl)(Cl)(Cl)=O.[C:6]([CH2:9][CH2:10][CH2:11][N:12]1[C:20]2[C:15](=[CH:16][CH:17]=[CH:18][CH:19]=2)[CH:14]=[CH:13]1)([OH:8])=[O:7].[CH2:21](O)[CH3:22]>>[CH2:21]([O:7][C:6]([CH2:9][CH2:10][CH2:11][N:12]1[C:20]2[C:15](=[CH:16][CH:17]=[CH:18][CH:19]=2)[CH:14]=[CH:13]1)=[O:8])[CH3:22]. Reactants: P(=O)(Cl)(Cl)Cl (Phosphorus oxychloride), C(=O)(O)CCCN1C=CC2=CC=CC=C12 (1-(3-carboxypropyl)indole), C(C)O (ethanol). The product is C(C)OC(=O)CCCN1C=CC2=CC=CC=C12 (1-(3-ethoxycarbonylpropyl)indole). Reported procedure: Phosphorus oxychloride (10 ml) was added dropwise with cooling to a stirred solution of 1-(3-carboxypropyl)indole (100 g) in ethanol (750 ml). The solution was heated under reflux for 8 hours and then evaporated. The residue was distilled to give 1-(3-ethoxycarbonylpropyl)indole (95.0 g), b.p. 164°-170° C./2 m.m. Reactants: C(C=C)[NH-] (allyl amide), C1(CCCCO1)=O (δ-valerolactone), BrCCCC=C (5-bromo-1-pentene), C1(CCO1)=O (β-propiolactone). Yields the product C(CC=C)C1CC(OCC1)=O (tetrahydro-4-(3-butenyl)-2H-pyrane-2-one). Isolated yield 65.4%. RXN SMILES: [C:1]1(=[O:7])[O:6][CH2:5][CH2:4][CH2:3][CH2:2]1.Br[CH2:9][CH2:10][CH2:11][CH:12]=C.C1(=O)OCC1.C([NH-])C=C>>[CH2:12]([CH:3]1[CH2:4][CH2:5][O:6][C:1](=[O:7])[CH2:2]1)[CH2:11][CH:10]=[CH2:9]. Reported procedure: 10.09 g of tetrahydro-4-(3-butenyl)-2H-pyrane-2-one of interest was prepared in the same manner as in Example 1 except that 10.01 g (100.0 mmol) of δ-valerolactone and 17.88 g (110.0 mmol) of 5-bromo-1-pentene were used instead of β-propiolactone and allyl amide described in Preparation Example 1. Starting materials: C1(=CC=CC=C1)C=1N=C(OC1C1=CC=CC=C1)C=1C(CCCC1)CC=1C=C(C(=O)O)C=CC1 ((±)-3-{[2-(4,5-diphenyloxazol-2-yl)-2-cyclohexen-1-yl]methyl}benzoic acid), Cl.C(C)OC(CN)=O (glycine ethyl ester hydrochloride), C(C)(C)N(CC)C(C)C (diisopropylethylamine), ON1N=NC2=C1C=CC=C2 (1-hydroxybenzotriazole), Cl.C(C)N=C=NCCCN(C)C (1-ethyl-3-(3′-dimethylaminopropyl)carbodiimide hydrochloride). The solvent is CN(C)C=O (DMF), CCOC(=O)C (EtOAc). Conditions: time 3 hour. The product is C1(=CC=CC=C1)C=1N=C(OC1C1=CC=CC=C1)C=1C(CCCC1)CC=1C=C(C(=O)NCC(=O)OCC)C=CC1 (ethyl (±)-{3-{[2-(4,5-diphenyloxazol-2-yl)-2-cyclohexen-1-yl]methyl}-benzoylamino}acetate). Yield: 94.0%. RXN SMILES: [C:1]1([C:7]2[N:8]=[C:9]([C:18]3[CH:19]([CH2:24][C:25]4[CH:26]=[C:27]([CH:31]=[CH:32][CH:33]=4)[C:28]([OH:30])=O)[CH2:20][CH2:21][CH2:22][CH:23]=3)[O:10][C:11]=2[C:12]2[CH:17]=[CH:16][CH:15]=[CH:14][CH:13]=2)[CH:6]=[CH:5][CH:4]=[CH:3][CH:2]=1.Cl.[CH2:35]([O:37][C:38](=[O:41])[CH2:39][NH2:40])[CH3:36].C(N(C(C)C)CC)(C)C.ON1C2C=CC=CC=2N=N1.Cl.C(N=C=NCCCN(C)C)C>CN(C=O)C.CCOC(C)=O>[C:1]1([C:7]2[N:8]=[C:9]([C:18]3[CH:19]([CH2:24][C:25]4[CH:26]=[C:27]([CH:31]=[CH:32][CH:33]=4)[C:28]([NH:40][CH2:39][C:38]([O:37][CH2:35][CH3:36])=[O:41])=[O:30])[CH2:20][CH2:21][CH2:22][CH:23]=3)[O:10][C:11]=2[C:12]2[CH:13]=[CH:14][CH:15]=[CH:16][CH:17]=2)[CH:2]=[CH:3][CH:4]=[CH:5][CH:6]=1 |f:1.2,5.6|. Procedure details: To a mixture of (±)-3-{[2-(4,5-diphenyloxazol-2-yl)-2-cyclohexen-1-yl]methyl}benzoic acid (150 mg, 0.345 mmol), glycine ethyl ester hydrochloride (63 mg, 0.449 mmol) and diisopropylethylamine (0.078 ml, 0.449 mmol) in DMF (5 ml) was added 1-hydroxybenzotriazole (70 mg, 0.518 mmol) and 1-ethyl-3-(3′-dimethylaminopropyl)carbodiimide hydrochloride (132 mg, 0.690 mmol). After stirring the resulting mixture at room temperature for 3 hours, the reaction mixture was diluted with EtOAc (30 ml), washed w...